From a dataset of the Open Reaction Database (ORD), a public repository of structured organic reaction records. describe an organic reaction: reactants, conditions, products, and yield Reactants: C1CCOC1, CCOC(=O)CN1C(=O)C(C)(C)OCC1c1cc(F)cc(F)c1, [Li+], [OH-], O. Product: CC1(C)OCC(c2cc(F)cc(F)c2)N(CC(=O)O)C1=O. Reaction SMILES: [CH2:26]1[O:27][CH2:28][CH2:29][CH2:30]1.[F:1][c:2]1[cH:3][c:4]([CH:9]2[N:10]([CH2:18][C:19](=[O:20])[O:21][CH2:22][CH3:23])[C:11](=[O:17])[C:12]([CH3:15])([CH3:16])[O:13][CH2:14]2)[cH:5][c:6]([F:8])[cH:7]1.[Li+:25].[OH-:24].[OH2:31]>>[F:1][c:2]1[cH:3][c:4]([CH:9]2[N:10]([CH2:18][C:19](=[O:20])[OH:21])[C:11](=[O:17])[C:12]([CH3:15])([CH3:16])[O:13][CH2:14]2)[cH:5][c:6]([F:8])[cH:7]1. The product is C(C)(C)(C)C1=C(C=CC=C1)N1CCN(CC1)C(=O)C1=CC=C(C(=O)O)C=C1 (4-{[4-(2-tert-Butylphenyl)piperazin-1-yl]carbonyl}benzoic acid). Reactants: Cl (hydrochloric acid), C(C)(C)(C)C1=C(C=CC=C1)N1CCN(CC1)C(=O)C1=CC=C(C(=O)OC)C=C1 (Methyl 4-{[4-(2-tert-butylphenyl)piperazin-1-yl]carbonyl}benzoate), [OH-].[Na+] (sodium hydroxide), CO (methanol). Run at temperature 50 celsius, time 4 hour. The solvent is O1CCCC1 (tetrahydrofuran). Reaction SMILES: [C:1]([C:5]1[CH:10]=[CH:9][CH:8]=[CH:7][C:6]=1[N:11]1[CH2:16][CH2:15][N:14]([C:17]([C:19]2[CH:28]=[CH:27][C:22]([C:23]([O:25]C)=[O:24])=[CH:21][CH:20]=2)=[O:18])[CH2:13][CH2:12]1)([CH3:4])([CH3:3])[CH3:2].[OH-].[Na+].CO.Cl>O1CCCC1>[C:1]([C:5]1[CH:10]=[CH:9][CH:8]=[CH:7][C:6]=1[N:11]1[CH2:12][CH2:13][N:14]([C:17]([C:19]2[CH:20]=[CH:21][C:22]([C:23]([OH:25])=[O:24])=[CH:27][CH:28]=2)=[O:18])[CH2:15][CH2:16]1)([CH3:4])([CH3:2])[CH3:3] |f:1.2|. Procedure details: A mixture of methyl 4-{[4-(2-tert-butylphenyl)piperazin-1-yl]carbonyl}benzoate obtained in Example 33 (608 mg), 1 M sodium hydroxide solution (5 mL), methanol (20 mL), and tetrahydrofuran (5 mL) was stirred at 50° C. for 4 h. 1 M hydrochloric acid solution was added to the reaction solution, and the solvent was evaporated under reduced pressure to afford crystals. Crystals were washed with water, diethyl ether and dried under reduced pressure to provide the title compound (580 mg, 99%) as colorl... Yield: 99.0%. Reactants: ClC1=CC=C(CNC(=O)C=2C=NC3=CC=C(C=C3C2O)I)C=C1 (N-(4-Chlorobenzyl)-4-hydroxy-6-iodo-3-quinolinecarboxamide), C([O-])([O-])=O.[K+].[K+] (potassium carbonate), O (water). Run in CN(C)C=O (DMF). Reaction conditions: time 1 hour. Product: ClC1=CC=C(CNC(=O)C2=CN(C3=CC=C(C=C3C2=O)I)C)C=C1 (N-(4-Chlorobenzyl)-6-iodo-1-methyl-4-oxo-1,4-dihydro-3-quinolinecarboxamide). The yield is 85.1%. As a reaction SMILES: [Cl:1][C:2]1[CH:23]=[CH:22][C:5]([CH2:6][NH:7][C:8]([C:10]2[CH:11]=[N:12][C:13]3[C:18]([C:19]=2[OH:20])=[CH:17][C:16]([I:21])=[CH:15][CH:14]=3)=[O:9])=[CH:4][CH:3]=1.[C:24](=O)([O-])[O-].[K+].[K+].O>CN(C=O)C>[Cl:1][C:2]1[CH:3]=[CH:4][C:5]([CH2:6][NH:7][C:8]([C:10]2[C:19](=[O:20])[C:18]3[C:13](=[CH:14][CH:15]=[C:16]([I:21])[CH:17]=3)[N:12]([CH3:24])[CH:11]=2)=[O:9])=[CH:22][CH:23]=1 |f:1.2.3|. Reported procedure: N-(4-Chlorobenzyl)-4-hydroxy-6-iodo-3-quinolinecarboxamide (12.07 g) from Preparation No. 4 and potassium carbonate (5.70 g) are disolved in DMF (90 mL). lodomethane (2.1 mL) is added and the mixture is stirred at room temperature for 1 h. The resulting suspension is poured into water (500 mL) and filtered. The crude solid is washed with water (50 mL) and diethyl ether (100 mL) and then is recrystallized from ethanol to afford 10.6 g (85%) of the title compound as a white solid. The reactants are C(C1=CC=CC=C1)OC1=CC=C(C(=O)NCCCl)C=C1 (4-benzyloxy-N-(2-chloro-ethyl)-benzamide), OC1(CCNCC1)CC1=CC=C(C=C1)C (4-hydroxy-4-(4-methyl-benzyl)-piperidine), C([O-])([O-])=O.[K+].[K+] (potassium carbonate), CC(CC)=O (2-butanone). Run in O (water). Run at temperature 60 celsius, time 15 hour. Yields the product C(C1=CC=CC=C1)OC1=CC=C(C(=O)NCCN2CCC(CC2)(CC2=CC=C(C=C2)C)O)C=C1 (4-benzyloxy-N-[2-[4-hydroxy-4-(4-methyl-benzyl)-piperidin-1-yl]-ethyl]-benzamide). Isolated yield 18.7%. Reaction SMILES: [CH2:1]([O:8][C:9]1[CH:20]=[CH:19][C:12]([C:13]([NH:15][CH2:16][CH2:17]Cl)=[O:14])=[CH:11][CH:10]=1)[C:2]1[CH:7]=[CH:6][CH:5]=[CH:4][CH:3]=1.[OH:21][C:22]1([CH2:28][C:29]2[CH:34]=[CH:33][C:32]([CH3:35])=[CH:31][CH:30]=2)[CH2:27][CH2:26][NH:25][CH2:24][CH2:23]1.C(=O)([O-])[O-].[K+].[K+].CC(=O)CC>O>[CH2:1]([O:8][C:9]1[CH:20]=[CH:19][C:12]([C:13]([NH:15][CH2:16][CH2:17][N:25]2[CH2:26][CH2:27][C:22]([OH:21])([CH2:28][C:29]3[CH:34]=[CH:33][C:32]([CH3:35])=[CH:31][CH:30]=3)[CH2:23][CH2:24]2)=[O:14])=[CH:11][CH:10]=1)[C:2]1[CH:7]=[CH:6][CH:5]=[CH:4][CH:3]=1 |f:2.3.4|. Procedure: A mixture of 4-benzyloxy-N-(2-chloro-ethyl)-benzamide (2.0 g, 6.9 mmol), 4-hydroxy-4-(4-methyl-benzyl)-piperidine (1.06 g, 5.18 mmol), potassium carbonate (1.43 g, 10.35 mmol) and 2-butanone (40 ml) was stirred for 15 h at 60° C. After the addition of water, the mixture was extracted with ethyl acetate. The organic layer was dried (Na2SO4), filtered and evaporated. The residue was purified by chromatography (silica gel, methylene chloride methanol from 95:5 to 9:1) to give 4-benzyloxy-N-[2-[4-hy... Starting materials: FC=1C=C(OCC2CN(CCC2)C(=O)OC(C)(C)C)C=CC1 (tert-butyl 3-((3-fluorophenoxy)methyl)piperidine-1-carboxylate), ClC1=C(C(=O)NC2(CC2)C2=CC=C(C(=O)OC)C=C2)C=C(C=N1)Cl (methyl 4-(1-(2,5-dichloronicotinamido)cyclopropyl)benzoate). Yields the product ClC=1C=NC(=C(C(=O)NC2(CC2)C2=CC=C(C(=O)OC)C=C2)C1)N1CC(CCC1)COC1=CC(=CC=C1)F (methyl 4-(1-(5-chloro-2-(3-((3-fluorophenoxy)methyl)piperidin-1-yl)nicotinamido)cyclopropyl)benzoate). Yield: 112.0%. Reaction SMILES: [F:1][C:2]1[CH:3]=[C:4]([CH:20]=[CH:21][CH:22]=1)[O:5][CH2:6][CH:7]1[CH2:12][CH2:11][CH2:10][N:9]([C:13](OC(C)(C)C)=O)[CH2:8]1.ClC1[N:45]=[CH:44][C:43]([Cl:46])=[CH:42][C:25]=1[C:26]([NH:28][C:29]1([C:32]2[CH:41]=[CH:40][C:35]([C:36]([O:38][CH3:39])=[O:37])=[CH:34][CH:33]=2)[CH2:31][CH2:30]1)=[O:27]>>[Cl:46][C:43]1[CH:44]=[N:45][C:13]([N:9]2[CH2:10][CH2:11][CH2:12][CH:7]([CH2:6][O:5][C:4]3[CH:20]=[CH:21][CH:22]=[C:2]([F:1])[CH:3]=3)[CH2:8]2)=[C:25]([CH:42]=1)[C:26]([NH:28][C:29]1([C:32]2[CH:33]=[CH:34][C:35]([C:36]([O:38][CH3:39])=[O:37])=[CH:40][CH:41]=2)[CH2:31][CH2:30]1)=[O:27]. Reported procedure: The title compound (D203) (97 mg) was prepared according to the experimental procedure described in Description 160 starting from tert-butyl 3-((3-fluorophenoxy)methyl)piperidine-1-carboxylate (D45) (100 mg, 0.323 mmol) and reacting in the second step with methyl 4-(1-(2,5-dichloronicotinamido)cyclopropyl)benzoate (D97) (59 mg, 0.161 mmol). Starting materials: COC(CC1=CC=C(C=C1)C#CC=1C=C2C(CC(OC2=C(C1)OC(C)C)(C)C)(C)C)=O ([4-(8-isopropoxy-2,2,4,4-tetramethyl-chroman-6-ylethynyl)-phenyl]-acetic acid methyl ester), COC(CC1=CC=C(C=C1)C#CC=1C=C2C(CC(OC2=C(C1)OC(C)C)(C)C)(C)C)=O ([4-(8-isopropoxy-2,2,4,4-tetramethyl-chroman-6-ylethynyl)-phenyl]-acetic acid methyl ester), solution, [OH-].[Na+] (sodium hydroxide). The solvent is CO (methanol). Run at time 3 hour. The product is C(C)(C)OC=1C=C(C=C2C(CC(OC12)(C)C)(C)C)C#CC1=CC=C(C=C1)CC(=O)O ([4-(8-Isopropoxy-2,2,4,4-tetramethyl-chroman-6-ylethynyl)-phenyl]-acetic acid). Yield: 73.8%. RXN SMILES: C[O:2][C:3](=[O:31])[CH2:4][C:5]1[CH:10]=[CH:9][C:8]([C:11]#[C:12][C:13]2[CH:14]=[C:15]3[C:20](=[C:21]([O:23][CH:24]([CH3:26])[CH3:25])[CH:22]=2)[O:19][C:18]([CH3:28])([CH3:27])[CH2:17][C:16]3([CH3:30])[CH3:29])=[CH:7][CH:6]=1.[OH-].[Na+]>CO>[CH:24]([O:23][C:21]1[CH:22]=[C:13]([C:12]#[C:11][C:8]2[CH:7]=[CH:6][C:5]([CH2:4][C:3]([OH:31])=[O:2])=[CH:10][CH:9]=2)[CH:14]=[C:15]2[C:20]=1[O:19][C:18]([CH3:27])([CH3:28])[CH2:17][C:16]2([CH3:30])[CH3:29])([CH3:26])[CH3:25] |f:1.2|. Procedure: A solution of [4-(8-isopropoxy-2,2,4,4-tetramethyl-chroman-6-ylethynyl)-phenyl]-acetic acid methyl ester (Intermediate 24, 0.02 g, 0.05 mmol) in methanol (1 mL) was treated with a 2M solution of sodium hydroxide (1 mL, 2 mmol) and the resulting reaction mixture was stirred at ambient temperature for 3 h. The volatiles were evaporated in vacuo to a residue that was neutralized with saturated aqueous ammonium chloride solution and extracted with ethyl acetate. The organic phase was washed with wat... Reactants: BrCC1=NC2=CC(=C(C=C2N=C1C)OC)OC (2-(bromomethyl)-6,7-dimethoxy-3-methyl-quinoxaline), C([O-])([O-])=O.[Na+].[Na+] (sodium carbonate), C(C)O (ethanol). Solvent: O (water), O (water). Product: OCC1=NC2=CC(=C(C=C2N=C1C)OC)OC (2-(Hydroxymethyl)-6,7-dimethoxy-3-methyl-quinoxaline). RXN SMILES: Br[CH2:2][C:3]1[C:12]([CH3:13])=[N:11][C:10]2[C:5](=[CH:6][C:7]([O:16][CH3:17])=[C:8]([O:14][CH3:15])[CH:9]=2)[N:4]=1.C(=O)([O-])[O-:19].[Na+].[Na+].C(O)C>O>[OH:19][CH2:2][C:3]1[C:12]([CH3:13])=[N:11][C:10]2[C:5](=[CH:6][C:7]([O:16][CH3:17])=[C:8]([O:14][CH3:15])[CH:9]=2)[N:4]=1 |f:1.2.3|. Procedure: 8.9 g (30 mmols) of 2-(bromomethyl)-6,7-dimethoxy-3-methyl-quinoxaline are suspended in a mixture of 158 g (1.5 mols) of sodium carbonate, 350 ml of water and 100 ml of ethanol. The suspension is boiled under reflux for four hours. 300 ml of water are then added and the resulting mixture is extracted with three times 120 ml of chloroform. The organic phase is dried over magnesium sulphate. The solvent is evaporated in vacuo. The solid residue is recrystallised from methanol. This gives 3.5 g (50... Starting materials: CO, [H][H], N, CC1(C)C(C(=O)c2cn(CC3CCOCC3)c3ccc(C#N)cc23)C1(C)C. The product is CC1(C)C(C(=O)c2cn(CC3CCOCC3)c3ccc(CN)cc23)C1(C)C. Reaction SMILES: [CH3:31][OH:32].[H:29][H:30].[NH3:28].[O:1]1[CH2:2][CH2:3][CH:4]([CH2:7][n:8]2[cH:9][c:10]([C:19](=[O:20])[CH:21]3[C:22]([CH3:26])([CH3:27])[C:23]3([CH3:24])[CH3:25])[c:11]3[cH:12][c:13]([C:17]#[N:18])[cH:14][cH:15][c:16]23)[CH2:5][CH2:6]1>>[O:1]1[CH2:2][CH2:3][CH:4]([CH2:7][n:8]2[cH:9][c:10]([C:19](=[O:20])[CH:21]3[C:22]([CH3:26])([CH3:27])[C:23]3([CH3:24])[CH3:25])[c:11]3[cH:12][c:13]([CH2:17][NH2:18])[cH:14][cH:15][c:16]23)[CH2:5][CH2:6]1. Reactants: Cl (HCl), C(C)OC1=C(C(N(C=C1)C1=CC=C(C=C1)F)=O)C(=O)OCC (ethyl 4-ethoxy-1-(4-fluorophenyl)-2-oxo-1,2-dihydropyridine-3-carboxylate). Run in CCO (EtOH). Reaction conditions: temperature 62 celsius, time 20 minute. Yields the product C(C)OC1=C(C(N(C=C1)C1=CC=C(C=C1)F)=O)C(=O)O (4-ethoxy-1-(4-fluorophenyl)-2-oxo-1,2-dihydropyridine-3-carboxylic acid). Isolated yield 76.1%. RXN SMILES: Cl.[CH2:2]([O:4][C:5]1[CH:10]=[CH:9][N:8]([C:11]2[CH:16]=[CH:15][C:14]([F:17])=[CH:13][CH:12]=2)[C:7](=[O:18])[C:6]=1[C:19]([O:21]CC)=[O:20])[CH3:3]>CCO>[CH2:2]([O:4][C:5]1[CH:10]=[CH:9][N:8]([C:11]2[CH:16]=[CH:15][C:14]([F:17])=[CH:13][CH:12]=2)[C:7](=[O:18])[C:6]=1[C:19]([OH:21])=[O:20])[CH3:3]. Procedure details: At room temperature, 2.75 N HCl (7.7 L) was added to a solution of crude ethyl 4-ethoxy-1-(4-fluorophenyl)-2-oxo-1,2-dihydropyridine-3-carboxylate (1.1 kg) in EtOH (3.85 L). The mixture was heated for 10 hrs to 60-64° C. Next, the mixture was cooled to 50-54° C. and methanol was removed by vacuum distillation. The mixture was cooled to 20-25° C. and the pH was adjusted to 8.0 to 8.5 by addition of 30% sodium carbonate solution (8.5 L). The phases were separated and the aqueous layer was washed t...